Dataset: the Open Reaction Database (ORD), a public repository of structured organic reaction records. Task: describe an organic reaction: reactants, conditions, products, and yield Starting materials: Ba(NO3)2, [N+](=O)([O-])[O-].[La+3].[N+](=O)([O-])[O-].[N+](=O)([O-])[O-] (Lanthanum nitrate), [N+](=O)([O-])[O-].[Ba+2].[N+](=O)([O-])[O-] (barium nitrate). Solvent: O (H2O), La(NO3)2.6H2O. The product is [N+](=O)([O-])[O-].[Ba+2].[N+](=O)([O-])[O-] (barium nitrate), [La].[Ba] (barium-lanthanum). RXN SMILES: [N+:1]([O-:4])([O-:3])=[O:2].[La+3:5].[N+:6]([O-:9])([O-:8])=[O:7].[N+]([O-])([O-])=O.[N+]([O-])([O-])=O.[Ba+2:18].[N+]([O-])([O-])=O>O>[N+:1]([O-:4])([O-:3])=[O:2].[Ba+2:18].[N+:6]([O-:9])([O-:8])=[O:7].[La:5].[Ba:18] |f:0.1.2.3,4.5.6,8.9.10,11.12|. Procedure: A barium nitrate solution is prepared by dissolving 159.9 g Ba(NO3)2 in 1,1650 ml of H2O. Lanthanum nitrate, in the amount of 264.9 g La(NO3)2.6H2O is dissolved in the barium nitrate solution by mixing vigoruosly to yield a barium-lanthanum solution, to which is added to 3,000 g of high surface area gamma alumina powder. The solution and powder are thoroughly mixed in a sigma blade mixer for 30 minutes. The reactants are Cc1cc(Cl)n2c(C#N)cc(-c3c(C)cc(Br)cc3C)c2n1, CCO, NC(N)=S, [Na+], [OH-]. RXN SMILES: [Br:1][c:2]1[cH:3][c:4]([CH3:22])[c:5](-[c:9]2[cH:10][c:11]([C:20]#[N:21])[n:12]3[c:13]2[n:14][c:15]([CH3:19])[cH:16][c:17]3[Cl:18])[c:6]([CH3:8])[cH:7]1.[CH3:29][CH2:30][OH:31].[NH2:23][C:24]([NH2:25])=[S:26].[Na+:28].[OH-:27]>>[Br:1][c:2]1[cH:3][c:4]([CH3:22])[c:5](-[c:9]2[cH:10][c:11]([C:20]#[N:21])[n:12]3[c:13]2[n:14][c:15]([CH3:19])[cH:16][c:17]3[SH:26])[c:6]([CH3:8])[cH:7]1. The product is Cc1cc(S)n2c(C#N)cc(-c3c(C)cc(Br)cc3C)c2n1. Starting materials: CC(C)(C)OC(=O)CC(=O)OC(C)(C)C, O=[N+]([O-])c1ccc(F)c(F)c1OCc1ccccc1, C1CCOC1, [H-], [Na+], O. Product: CC(C)(C)OC(=O)C(C(=O)OC(C)(C)C)c1ccc([N+](=O)[O-])c(OCc2ccccc2)c1F. RXN SMILES: [C:20]([CH2:21][C:22](=[O:23])[O:24][C:25]([CH3:26])([CH3:27])[CH3:28])(=[O:29])[O:30][C:31]([CH3:32])([CH3:33])[CH3:34].[CH2:1]([c:2]1[cH:3][cH:4][cH:5][cH:6][cH:7]1)[O:8][c:9]1[c:10]([F:19])[c:11]([F:18])[cH:12][cH:13][c:14]1[N+:15](=[O:16])[O-:17].[CH2:38]1[O:39][CH2:40][CH2:41][CH2:42]1.[H-:35].[Na+:36].[OH2:37]>>[CH2:1]([c:2]1[cH:3][cH:4][cH:5][cH:6][cH:7]1)[O:8][c:9]1[c:10]([F:19])[c:11]([CH:21]([C:20](=[O:29])[O:30][C:31]([CH3:32])([CH3:33])[CH3:34])[C:22](=[O:23])[O:24][C:25]([CH3:26])([CH3:27])[CH3:28])[cH:12][cH:13][c:14]1[N+:15](=[O:16])[O-:17]. Reactants: CCCC[N+](CCCC)(CCCC)CCCC, CN(N)c1ccccc1, C=CCC(O)(CCCl)c1ccc(F)cc1, [I-]. The product is C=CCC(O)(CCNN(C)c1ccccc1)c1ccc(F)cc1. As a reaction SMILES: [CH2:26]([N+:27]([CH2:28][CH2:29][CH2:30][CH3:31])([CH2:32][CH2:33][CH2:34][CH3:35])[CH2:36][CH2:37][CH2:38][CH3:39])[CH2:40][CH2:41][CH3:42].[CH3:16][N:17]([NH2:18])[c:19]1[cH:20][cH:21][cH:22][cH:23][cH:24]1.[Cl:1][CH2:2][CH2:3][C:4]([CH2:5][CH:6]=[CH2:7])([OH:8])[c:9]1[cH:10][cH:11][c:12]([F:15])[cH:13][cH:14]1.[I-:25]>>[CH2:2]([CH2:3][C:4]([CH2:5][CH:6]=[CH2:7])([OH:8])[c:9]1[cH:10][cH:11][c:12]([F:15])[cH:13][cH:14]1)[NH:18][N:17]([CH3:16])[c:19]1[cH:20][cH:21][cH:22][cH:23][cH:24]1.